From a dataset of the Open Reaction Database (ORD), a public repository of structured organic reaction records. describe an organic reaction: reactants, conditions, products, and yield Reactants: COCBr (bromomethyl methyl ether), OC=1C(=C(C2=C(CCC(O2)(C(=O)O)C)C1C)C)C (6-hydroxy-3,4-dihydro-2,5,7,8-tetramethyl-2H-1-benzopyran-2-carboxylic acid), C(C)(=O)O (acetic acid). Run in N1=CC=CC=C1 (pyridine). Run at time 2 hour. Yields the product COCOC=1C(=C(C2=C(CCC(O2)(C(=O)O)C)C1C)C)C (6-methoxymethoxy-3,4-dihydro-2,5,7,8-tetramethyl-2H-1-benzopyran-2-carboxylic acid). Reaction SMILES: [OH:1][C:2]1[C:3]([CH3:18])=[C:4]([CH3:17])[C:5]2[O:10][C:9]([CH3:14])([C:11]([OH:13])=[O:12])[CH2:8][CH2:7][C:6]=2[C:15]=1[CH3:16].[CH3:19][O:20][CH2:21]Br.C(O)(=O)C>N1C=CC=CC=1>[CH3:19][O:20][CH2:21][O:1][C:2]1[C:3]([CH3:18])=[C:4]([CH3:17])[C:5]2[O:10][C:9]([CH3:14])([C:11]([OH:13])=[O:12])[CH2:8][CH2:7][C:6]=2[C:15]=1[CH3:16]. Reported procedure: 50 grams (0.2 mol) of 6-hydroxy-3,4-dihydro-2,5,7,8-tetramethyl-2H-1-benzopyran-2-carboxylic acid are dissolved in 150 cm3 of anhydrous pyridine. 16.34 cm3 (0.2 mol) of bromomethyl methyl ether are added dropwise. The mixture is stirred for 2 hours and then the solution is poured onto ice. The mixture is acidified with acetic acid and then extracted with methylene chloride. The organic phase is washed with water and dried over anhydrous sodium sulfate, then the title product is purified by passi...